From a dataset of the Open Reaction Database (ORD), a public repository of structured organic reaction records. describe an organic reaction: reactants, conditions, products, and yield Reactants: CCOC(=O)C.CCCCCC (EtOAc hexane), NC1=C(C=CC(=C1)C(F)(F)F)C(C)=O (1-(2-amino-4-(trifluoromethyl)phenyl)ethanone), 4-chloro-diacetic acid ethyl ester, Cl (hydrochloric acid), CCOC(=O)C (EtOAc), [Li+].[OH-] (LiOH), CCOC(=O)C (EtOAc). Run in O (water), CO (MeOH), O (water). Conditions: temperature 75 celsius, time 16 hour. The product is COC(=O)C=1C(=NC2=CC(=CC=C2C1C)C(F)(F)F)COC (2-(methoxymethyl)-4-methyl-7-(trifluoromethyl)quinoline-3-carboxylic acid methyl ester). Yield: 16.0%. Reaction SMILES: [NH2:1][C:2]1[CH:7]=[C:6]([C:8]([F:11])([F:10])[F:9])[CH:5]=[CH:4][C:3]=1[C:12](=O)[CH3:13].Cl.[Li+].[OH-].C[CH2:19][O:20][C:21]([CH3:23])=[O:22].CCCCCC.[CH3:30][CH2:31][O:32][C:33](C)=O>O.CO>[CH3:19][O:20][C:21]([C:23]1[C:30]([CH2:31][O:32][CH3:33])=[N:1][C:2]2[C:3]([C:12]=1[CH3:13])=[CH:4][CH:5]=[C:6]([C:8]([F:11])([F:10])[F:9])[CH:7]=2)=[O:22] |f:2.3,4.5|. Reported procedure: A mixture of 4.0 g (19.7 mmol) 1-(2-amino-4-(trifluoromethyl)phenyl)ethanone, 11.5 ml (98.5 mmol) 4-chloro-diacetic acid ethyl ester and 1.7 ml (19.7 mmol) conc. hydrochloric acid was heated to 75° C. for 6 min in a sealed vessel by microwaves (50 W). The mixture was subsequently diluted with EtOAc and water. The organic phase was separated, washed with a 1M aq. NaHCO3 sol., dried over MgSO4 and concentrated in a vacuum. The raw product (7.47 g) obtained after CC (EtOAc/hexane 3:17) of the resid... Starting materials: N[C@H]1CC[C@H](C2=CC=CC=C12)O ((1R,4S)-4-Amino-1,2,3,4-tetrahydro-naphthalen-1-ol), [H-].[Na+] (NaH), N (NH3), FC=1C=CC=2N(C1)C(=NN2)N(CCN(C)C)C (N-(6-Fluoro-[1,2,4]triazolo[4,3-a]pyridin-3-yl)-N,N′,N′-trimethyl-ethane-1,2-diamine). Procedure details: To a solution of Intermediate A (143 mg, 0.88 mmol) in DMF (3 mL) was added NaH (60% in oil, 96 mg, 2.4 mmol) and the mixture stirred at RT for 20 min, before Intermediate 43a (190 mg, 0.80 mmol) was added. This mixture was heated at 60° C. in the microwave for 1 h. The reaction mixture was applied to an SCX-2 cartridge and washed with MeOH. The product was eluted with 2M NH3 in MeOH; concentration in vacuo gave a residue. FCC, using 0-20% [2M NH3 in MeOH] in DCM, gave the title compound as a pa... Yield: 46.0%. Product: N[C@H]1CC[C@H](C2=CC=CC=C12)OC=1C=CC=2N(C1)C(=NN2)N(CCN(C)C)C (N-[6-((1R,4S)-4-Amino-1,2,3,4-tetrahydro-naphthalen-1-yloxy)-[1,2,4]triazolo[4,3-a]pyridin-3-yl]-N,N′,N′-trimethyl-ethane-1,2-diamine). Reaction SMILES: [NH2:1][C@@H:2]1[C:11]2[C:6](=[CH:7][CH:8]=[CH:9][CH:10]=2)[C@H:5]([OH:12])[CH2:4][CH2:3]1.[H-].[Na+].F[C:16]1[CH:17]=[CH:18][C:19]2[N:20]([C:22]([N:25]([CH3:31])[CH2:26][CH2:27][N:28]([CH3:30])[CH3:29])=[N:23][N:24]=2)[CH:21]=1.N>CN(C=O)C.CO.C(Cl)Cl>[NH2:1][C@@H:2]1[C:11]2[C:6](=[CH:7][CH:8]=[CH:9][CH:10]=2)[C@H:5]([O:12][C:16]2[CH:17]=[CH:18][C:19]3[N:20]([C:22]([N:25]([CH3:31])[CH2:26][CH2:27][N:28]([CH3:30])[CH3:29])=[N:23][N:24]=3)[CH:21]=2)[CH2:4][CH2:3]1 |f:1.2|. Reaction conditions: temperature 60 celsius. Run in CN(C)C=O (DMF), C(Cl)Cl (DCM), CO (MeOH). The reactants are ClCCl, CN(C)C=O, CS(=O)(=O)c1ccc(C(CC2CCCC2)C(=O)O)cc1Cl, O=C(Cl)C(=O)Cl, Nc1cc[nH]c(=O)n1, O, c1ccncc1. The product is CS(=O)(=O)c1ccc(C(CC2CCCC2)C(=O)Nc2cc[nH]c(=O)n2)cc1Cl. RXN SMILES: [CH2:42]([Cl:43])[Cl:44].[CH3:45][N:46]([CH3:47])[CH:48]=[O:49].[Cl:1][c:2]1[cH:3][c:4]([CH:12]([C:13](=[O:14])[OH:15])[CH2:16][CH:17]2[CH2:18][CH2:19][CH2:20][CH2:21]2)[cH:5][cH:6][c:7]1[S:8](=[O:9])(=[O:10])[CH3:11].[Cl:22][C:23]([C:24]([Cl:25])=[O:26])=[O:27].[NH2:28][c:29]1[cH:30][cH:31][nH:32][c:33](=[O:34])[n:35]1.[OH2:50].[cH:36]1[cH:37][cH:38][n:39][cH:40][cH:41]1>>[Cl:1][c:2]1[cH:3][c:4]([CH:12]([C:13](=[O:15])[NH:28][c:29]2[cH:30][cH:31][nH:32][c:33](=[O:34])[n:35]2)[CH2:16][CH:17]2[CH2:18][CH2:19][CH2:20][CH2:21]2)[cH:5][cH:6][c:7]1[S:8](=[O:9])(=[O:10])[CH3:11]. Reactants: C(C)(C)(C)OC(C(CC)(C)CNC(=O)C=1N=C(C2=CC(=CC=C2C1O)OC1=CC=CC=C1)C#N)=O (2-{[(1-Cyano-4-hydroxy-7-phenoxy-isoquinoline-3-carbonyl)-amino]-methyl}-2-methyl-butyric acid tert-butyl ester). Solvent: C(=O)(C(F)(F)F)O (TFA), C(Cl)Cl (CH2Cl2). Run at time 2 hour. The product is C(#N)C1=NC(=C(C2=CC=C(C=C12)OC1=CC=CC=C1)O)C(=O)NCC(C(=O)O)(CC)C (2-{[(1-Cyano-4-hydroxy-7-phenoxy-isoquinoline-3-carbonyl)-amino]-methyl}-2-methyl-butyric acid). As a reaction SMILES: C([O:5][C:6](=[O:35])[C:7]([CH2:11][NH:12][C:13]([C:15]1[N:16]=[C:17]([C:33]#[N:34])[C:18]2[C:23]([C:24]=1[OH:25])=[CH:22][CH:21]=[C:20]([O:26][C:27]1[CH:32]=[CH:31][CH:30]=[CH:29][CH:28]=1)[CH:19]=2)=[O:14])([CH3:10])[CH2:8][CH3:9])(C)(C)C>C(O)(C(F)(F)F)=O.C(Cl)Cl>[C:33]([C:17]1[C:18]2[C:23](=[CH:22][CH:21]=[C:20]([O:26][C:27]3[CH:28]=[CH:29][CH:30]=[CH:31][CH:32]=3)[CH:19]=2)[C:24]([OH:25])=[C:15]([C:13]([NH:12][CH2:11][C:7]([CH3:10])([CH2:8][CH3:9])[C:6]([OH:35])=[O:5])=[O:14])[N:16]=1)#[N:34]. Procedure: 2-{[(1-Cyano-4-hydroxy-7-phenoxy-isoquinoline-3-carbonyl)-amino]-methyl}-2-methyl-butyric acid tert-butyl ester (45 mg, 0.10 mmol) was dissolved in TFA (1.7 mL) and CH2Cl2 (1.7 mL). The resulting mixture was stirred at room temperature for 2 hours. The volatiles were removed in vacuo and the residue was dissolved again in CH2Cl2 (4 mL). The volatiles were removed again in vacuo to give the title compound in 36 mg. MS: (−) m/z 418.14 (M−1). The reactants are C(C)OC(=O)C=1N(C2=CC=C(C=C2C1)Br)CC1=CC=CC=C1 (5-bromo-1-(benzyl)indole-2-carboxylic acid ethyl ester), [H-].[H-].[H-].[H-].[Li+].[Al+3] (LiAlH4), [NH4+].[Cl-] (NH4Cl), CCOCC (Et2O). The solvent is C1CCOC1 (THF). Reaction conditions: temperature 0 celsius, time 2 hour. Yields the product BrC=1C=C2C=C(N(C2=CC1)CC1=CC=CC=C1)CO ([5-bromo-1-(benzyl)-1H-indol-2-yl]-methanol). Yield: 100.0%. As a reaction SMILES: C([O:3][C:4]([C:6]1[N:7]([CH2:16][C:17]2[CH:22]=[CH:21][CH:20]=[CH:19][CH:18]=2)[C:8]2[C:13]([CH:14]=1)=[CH:12][C:11]([Br:15])=[CH:10][CH:9]=2)=O)C.[H-].[H-].[H-].[H-].[Li+].[Al+3].[NH4+].[Cl-].CCOCC>C1COCC1>[Br:15][C:11]1[CH:12]=[C:13]2[C:8](=[CH:9][CH:10]=1)[N:7]([CH2:16][C:17]1[CH:22]=[CH:21][CH:20]=[CH:19][CH:18]=1)[C:6]([CH2:4][OH:3])=[CH:14]2 |f:1.2.3.4.5.6,7.8|. Procedure details: To a solution of 6.7 g (19 mmol) of 5-bromo-1-(benzyl)indole-2-carboxylic acid ethyl ester in 25 mL of anhydrous THF at 0° C. were added portionwise 1.42 g (37 mmol) of LiAlH4 and the resulting mixture was stirred at 0° C. for 2 h. After addition of a saturated aqueous solution of NH4Cl and Et2O, the phases were separated and the aqueous one was extracted with Et2O. The combined organic phases were dried over Na2SO4 and evaporated to yield 5.8 g (ca 19 mmol) of [5-bromo-1-(benzyl)-1H-indol-2-yl]...